This data is from the Open Reaction Database (ORD), a public repository of structured organic reaction records. The task is: describe an organic reaction: reactants, conditions, products, and yield The reactants are C1=CC=CC=2NC(C3=C(C(C21)=O)C=CC=C3)=O (5H-dibenz[b,e]azepin-6,11-dione), ClCl (chlorine). Run in C(C)(=O)O (acetic acid). Yields the product ClC=1C=CC2=C(C(C3=C(NC2=O)C=CC=C3)=O)C1 (9-Chloro-5H-dibenz[b,e]azepin-6,11-dione). As a reaction SMILES: [CH:1]1[C:11]2[C:10](=[O:12])[C:9]3[CH:13]=[CH:14][CH:15]=[CH:16][C:8]=3[C:7](=[O:17])[NH:6][C:5]=2[CH:4]=[CH:3][CH:2]=1.[Cl:18]Cl>C(O)(=O)C>[Cl:18][C:14]1[CH:15]=[CH:16][C:8]2[C:7](=[O:17])[NH:6][C:5]3[CH:4]=[CH:3][CH:2]=[CH:1][C:11]=3[C:10](=[O:12])[C:9]=2[CH:13]=1. Procedure: A mixture of 11.15 g of 5H-dibenz[b,e]azepin-6,11-dione and 600 ml of glacial acetic acid is heated on a steam bath until the solid dissolves. To the solution (70° C.) is added chlorine gas. Chlorine is bubbled through the solution until a precipitate begins to form. The mixture is allowed to cool to room temperature and is filtered to give 7.3 g of product, m.p. 290° C. to 295° C. Starting materials: CC1CCN(C(OC1)=O)CC1=C(C=CC=C1)[N+](=O)[O-] (6-Methyl-3-(2-nitrobenzyl)-[1,3]-oxazepan-2-one), [Cl-].[NH4+] (ammonium chloride), O (water). Reagents/catalysts: [Fe] (iron). Solvent: C(C)O (ethanol). The product is NC1=C(CN2C(OCC(CC2)C)=O)C=CC=C1 (3-(2-aminobenzyl)-6-methyl-[1,3]-oxazepan-2-one). Isolated yield 60.2%. Reaction SMILES: [CH3:1][CH:2]1[CH2:8][O:7][C:6](=[O:9])[N:5]([CH2:10][C:11]2[CH:16]=[CH:15][CH:14]=[CH:13][C:12]=2[N+:17]([O-])=O)[CH2:4][CH2:3]1.[Cl-].[NH4+].O>C(O)C.[Fe]>[NH2:17][C:12]1[CH:13]=[CH:14][CH:15]=[CH:16][C:11]=1[CH2:10][N:5]1[CH2:4][CH2:3][CH:2]([CH3:1])[CH2:8][O:7][C:6]1=[O:9] |f:1.2|. Reported procedure: 6-Methyl-3-(2-nitrobenzyl)-[1,3]-oxazepan-2-one (1.91 g, 7.23 mmol), iron powder (2.02 g, 36.2 mmol), ammonium chloride (0.19 g, 3.55 mmol) were suspended in ethanol (30 ml) and water (15 ml) and heated to reflux for one hour. After cooling to room temperature, the reaction mixture was filtered with suction and extracted with ethyl acetate. The organic layer was washed with a saturated brine and then dried over anhydrous sodium sulfate, and 3-(2-aminobenzyl)-6-methyl-[1,3]-oxazepan-2-one (1.02 g... Conditions: time 2 hour. Reactants: [Cl-].[NH4+] (ammonium chloride), C[Mg]Br (Methyl magnesium bromide), CON(C(=O)[C@H]1N(CCC1)C(=O)OCC1=CC=CC=C1)C (benzyl (2S)-2-(N-methoxy-N-methylcarbamoyl)-1-pyrrolidinecarboxylate). Procedure details: Methyl magnesium bromide in tetrahydrofuran (1M, 36.9 ml) was added into a solution of benzyl (2S)-2-(N-methoxy-N-methylcarbamoyl)-1-pyrrolidinecarboxylate (3.6 g) in tetrahydrofuran (36 ml) under ice-cooling. After being stirred for 2 hours at the same temperature, the reaction mixture was poured into saturated aqueous ammonium chloride, and extracted with ethyl acetate. The extract was washed with brine, dried over magnesium sulfate and evaporated under reduced pressure. The resulting residue ... As a reaction SMILES: [CH3:1][Mg]Br.CON(C)[C:7]([C@@H:9]1[CH2:13][CH2:12][CH2:11][N:10]1[C:14]([O:16][CH2:17][C:18]1[CH:23]=[CH:22][CH:21]=[CH:20][CH:19]=1)=[O:15])=[O:8].[Cl-].[NH4+]>O1CCCC1>[C:7]([C@@H:9]1[CH2:13][CH2:12][CH2:11][N:10]1[C:14]([O:16][CH2:17][C:18]1[CH:19]=[CH:20][CH:21]=[CH:22][CH:23]=1)=[O:15])(=[O:8])[CH3:1] |f:2.3|. Product: C(C)(=O)[C@H]1N(CCC1)C(=O)OCC1=CC=CC=C1 (benzyl (2S)-2-acetyl-1-pyrrolidinecarboxylate). Run in O1CCCC1 (tetrahydrofuran), O1CCCC1 (tetrahydrofuran). Reactants: N (NH3), ClC(Cl)(OC(OC(Cl)(Cl)Cl)=O)Cl (Triphosgene), FC1=C(C=CC(=C1)F)C1=C(C(=O)O)C=CC(=N1)NC1=C(C=CC=C1F)F (2-(2,4-difluorophenyl)-6-(2,6-difluorophenylamino)nicotinic acid), C(C)(C)N(CC)C(C)C (Diisopropylethylamine). The solvent is C1CCOC1 (THF), C1CCOC1 (THF). Run at temperature -30 celsius, time 2 hour. The product is FC1=C(C=CC(=C1)F)C1=C(C(=O)N)C=CC(=N1)N(C(=O)N)C1=C(C=CC=C1F)F (2-(2,4-difluorophenyl)-6-(1-(2,6-difluorophenyl)ureido)nicotinamide). As a reaction SMILES: ClC(Cl)(O[C:5](=[O:11])OC(Cl)(Cl)Cl)Cl.[F:13][C:14]1[CH:19]=[C:18]([F:20])[CH:17]=[CH:16][C:15]=1[C:21]1[N:29]=[C:28]([NH:30][C:31]2[C:36]([F:37])=[CH:35][CH:34]=[CH:33][C:32]=2[F:38])[CH:27]=[CH:26][C:22]=1[C:23](O)=[O:24].C([N:42](C(C)C)CC)(C)C.[NH3:48]>C1COCC1>[F:13][C:14]1[CH:19]=[C:18]([F:20])[CH:17]=[CH:16][C:15]=1[C:21]1[N:29]=[C:28]([N:30]([C:31]2[C:36]([F:37])=[CH:35][CH:34]=[CH:33][C:32]=2[F:38])[C:5]([NH2:42])=[O:11])[CH:27]=[CH:26][C:22]=1[C:23]([NH2:48])=[O:24]. Procedure details: Triphosgene (38.87 g, 0.1276 mol, 0.9 eq) and Compound 9 (51.14 g, 0.1412 mo, 1 eq.) were charged to a reactor. Anhydrous THF (486 mL, 9.5 vol) was then added and the clear solution was cooled to −30±5° C. Diisopropylethylamine (73.79 mL, 0.424 mol, 3.0 eq) in THF (103 mL, 2.5 vol) was charged to the reactor keeping the temperature below −20° C. After addition, the reaction mixture was warmed to 20±3° C. The mixture was stirred for 2 hours and was then filtered through Celite®, and the cake was ... The reactants are CC(C(C)(C)C)=O (pinacolone), CNC (dimethylamine), [OH-].[Na+] (NaOH), NNC(=S)NN (thiocarbohydrazide), S(Cl)Cl (sulfur dichloride), Cl (HCl), CNC (dimethylamine). The solvent is O (water), O (water), O (water). The product is C(C)(C)(C)C=1C(N(C(=NN1)S)N)=O (6-tert.-butyl-3-mercapto-4-amino-1,2,4-triazin-5(4H)-one). RXN SMILES: [CH3:1][C:2](=O)[C:3]([CH3:6])([CH3:5])[CH3:4].S(Cl)Cl.Cl.CNC.[OH-:15].[Na+].[NH2:17][NH:18][C:19]([NH:21][NH2:22])=[S:20]>O>[C:3]([C:2]1[C:1](=[O:15])[N:18]([NH2:17])[C:19]([SH:20])=[N:21][N:22]=1)([CH3:6])([CH3:5])[CH3:4] |f:4.5|. Reported procedure: 100 g of pinacolone (1 mole) were initially introduced into a stirred flask and 154.5 g (1.5 moles) of sulfur dichloride were added dropwise in the course of 2 hours at 20°-40° C., whilst stirring and cooling slightly, HCl being released via a condenser. After the mixture had been further stirred for 1 hour at 40° C., a solution of 90 g (2 moles) of dimethylamine in water (as an approximately 40% strength solution) was allowed to run in, over the course of about 30 minutes, at 60°-80° C., while ... The reactants are CC(=O)O[BH-](OC(C)=O)OC(C)=O, O=C([O-])O, O=Cc1ccc(Cl)c(F)c1, CC(C)(C)OC(=O)NC1CCNCC1, [Na+], [Na+], C1CCOC1. The product is CC(C)(C)OC(=O)NC1CCN(Cc2ccc(Cl)c(F)c2)CC1. RXN SMILES: [C:25]([O:26][BH-:27]([O:28][C:29](=[O:30])[CH3:31])[O:32][C:33](=[O:34])[CH3:35])(=[O:36])[CH3:37].[C:39](=[O:40])([O-:41])[OH:42].[Cl:1][c:2]1[c:3]([F:10])[cH:4][c:5]([CH:6]=[O:7])[cH:8][cH:9]1.[NH:11]1[CH2:12][CH2:13][CH:14]([NH:17][C:18]([O:19][C:20]([CH3:21])([CH3:22])[CH3:23])=[O:24])[CH2:15][CH2:16]1.[Na+:38].[Na+:43].[O:44]1[CH2:45][CH2:46][CH2:47][CH2:48]1>>[Cl:1][c:2]1[c:3]([F:10])[cH:4][c:5]([CH2:6][N:11]2[CH2:12][CH2:13][CH:14]([NH:17][C:18]([O:19][C:20]([CH3:21])([CH3:22])[CH3:23])=[O:24])[CH2:15][CH2:16]2)[cH:8][cH:9]1. Starting materials: C1CCOC1, CNC, COc1cccc(OC)c1C(=O)Cl, O. The product is COc1cccc(OC)c1C(=O)N(C)C. As a reaction SMILES: [CH2:18]1[O:19][CH2:20][CH2:21][CH2:22]1.[CH3:1][NH:2][CH3:3].[CH3:4][O:5][c:6]1[c:7]([C:8](=[O:9])[Cl:10])[c:11]([O:15][CH3:16])[cH:12][cH:13][cH:14]1.[OH2:17]>>[CH3:1][N:2]([CH3:3])[C:8]([c:7]1[c:6]([O:5][CH3:4])[cH:14][cH:13][cH:12][c:11]1[O:15][CH3:16])=[O:9].